Dataset: the Open Reaction Database (ORD), a public repository of structured organic reaction records. Task: describe an organic reaction: reactants, conditions, products, and yield Reactants: C(C)(=O)O (acetic acid), COC1=CC=C(C=C1)CC=1C=NC=CC1C(=S)OC (methyl 3-(4-methoxyphenyl)methylthiopyridine-4-carboxylate), [H-].[Na+] (sodium hydride). Solvent: O1CCCC1 (tetrahydrofuran), CN(C=O)C (N,N-dimethylformamide). Conditions: time 3 hour. Product: C(C)(=O)OC=1C2=C(SC1C1=CC=C(C=C1)OC)C=NC=C2 (3-Acetoxy-2-(4-methoxyphenyl)-6-azabenzo[b]thiophene). Isolated yield 48.0%. RXN SMILES: [CH3:1][O:2][C:3]1[CH:8]=[CH:7][C:6]([CH2:9][C:10]2[CH:11]=[N:12][CH:13]=[CH:14][C:15]=2[C:16](OC)=[S:17])=[CH:5][CH:4]=1.[H-].[Na+].[C:22]([OH:25])(=[O:24])[CH3:23]>O1CCCC1.CN(C)C=O>[C:22]([O:25][C:10]1[C:15]2[CH:14]=[CH:13][N:12]=[CH:11][C:16]=2[S:17][C:9]=1[C:6]1[CH:5]=[CH:4][C:3]([O:2][CH3:1])=[CH:8][CH:7]=1)(=[O:24])[CH3:23] |f:1.2|. Reported procedure: A solution of 0.200 g (.69 mmol) of methyl 3-(4-methoxyphenyl)methylthiopyridine-4-carboxylate in 2 mL of dry tetrahydrofuran was added to a suspension of 83 mg (2.1 mmol) of 60% dispersion of sodium hydride in 2 mL of dry N,N-dimethylformamide. The mixture was stirred at room temperature for 3 hours, then poured onto ice water and acidified with glacial acetic acid. The solid material (product) was collected by filtration and the filtrate was extracted with ethyl acetate. The ethyl acetate extr...